This data is from the Open Reaction Database (ORD), a public repository of structured organic reaction records. The task is: describe an organic reaction: reactants, conditions, products, and yield Starting materials: C(C)OC1=C(C=CC(=C1)[N+](=O)[O-])OC (2-ethoxy-1-methoxy-4-nitrobenzene). The reagents and catalysts are [Pd] (palladium on charcoal). Run in CO (methanol). Product: C(C)OC=1C=C(N)C=CC1OC (3-ethoxy-4-methoxyaniline). Isolated yield 77.4%. Reaction SMILES: [CH2:1]([O:3][C:4]1[CH:9]=[C:8]([N+:10]([O-])=O)[CH:7]=[CH:6][C:5]=1[O:13][CH3:14])[CH3:2]>[Pd].CO>[CH2:1]([O:3][C:4]1[CH:9]=[C:8]([CH:7]=[CH:6][C:5]=1[O:13][CH3:14])[NH2:10])[CH3:2]. Reported procedure: Leave under hydrogen pressure (Patm) for 12 hours, 5 g of 2-ethoxy-1-methoxy-4-nitrobenzene (XIXaa), 500 mg of 10% palladium on charcoal (10% by weight of product to reduce), in 200 ml of methanol. Filter on celite, rinse several times with methanol. Evaporate to dryness. Take up in ether and evaporate. One obtains 3.28 g of the abovenamed product as a pinkish white powder. Yield: 79%. 1H-NMR (CDCl3, 300 MHz): d 1.46 (t, 3H, —CH3), 3.33 (s, 2H exchangeable, —NH2), 3.81 (s, 3H, OCH3), 4.05 (q, 2H... Reactants: CO, O=C(Cc1cc(Cl)ccn1)c1ccc(F)cc1, Cl, NO, [Na+], [OH-]. Yields the product ON=C(Cc1cc(Cl)ccn1)c1ccc(F)cc1. As a reaction SMILES: [CH3:23][OH:24].[Cl:1][c:2]1[cH:3][c:4]([CH2:8][C:9](=[O:10])[c:11]2[cH:12][cH:13][c:14]([F:17])[cH:15][cH:16]2)[n:5][cH:6][cH:7]1.[ClH:18].[NH2:19][OH:20].[Na+:22].[OH-:21]>>[Cl:1][c:2]1[cH:3][c:4]([CH2:8][C:9]([c:11]2[cH:12][cH:13][c:14]([F:17])[cH:15][cH:16]2)=[N:19][OH:20])[n:5][cH:6][cH:7]1. Reactants: CNC=1C=NC=CC1C1=C(C=CC=C1)C (N-methyl-4-o-tolylpyridin-3-amine), FC(C=1C=C(C(=O)O)C=CC1C(F)(F)F)(F)F (3,4-bis(trifluoromethyl)benzoic acid). Run in CCCCCCC.CCOC(=O)C (n-heptane EtOAc). Yields the product CN(C(C1=CC(=C(C=C1)C(F)(F)F)C(F)(F)F)=O)C=1C=NC=CC1C1=C(C=CC=C1)C (N-Methyl-N-(4-o-tolyl-pyridin-3-yl)-3,4-bis-trifluoromethyl-benzamide). As a reaction SMILES: [CH3:1][NH:2][C:3]1[CH:4]=[N:5][CH:6]=[CH:7][C:8]=1[C:9]1[CH:14]=[CH:13][CH:12]=[CH:11][C:10]=1[CH3:15].[F:16][C:17]([F:32])([F:31])[C:18]1[CH:19]=[C:20]([CH:24]=[CH:25][C:26]=1[C:27]([F:30])([F:29])[F:28])[C:21](O)=[O:22]>CCCCCCC.CCOC(C)=O>[CH3:1][N:2]([C:3]1[CH:4]=[N:5][CH:6]=[CH:7][C:8]=1[C:9]1[CH:14]=[CH:13][CH:12]=[CH:11][C:10]=1[CH3:15])[C:21](=[O:22])[C:20]1[CH:24]=[CH:25][C:26]([C:27]([F:28])([F:29])[F:30])=[C:18]([C:17]([F:16])([F:31])[F:32])[CH:19]=1 |f:2.3|. Procedure details: The title compound was prepared in analogy to example 90, from N-methyl-4-o-tolylpyridin-3-amine (example 1, intermediate a) and 3,4-bis(trifluoromethyl)benzoic acid (CAS RN 133804-66-7) and using a gradient of n-heptane:EtOAc (100:0 to 0:100) for the chromatographic purification. Yellow solid (43%). MS (ESI): m/z=439.12 [M+H]+.